Dataset: the Open Reaction Database (ORD), a public repository of structured organic reaction records. Task: describe an organic reaction: reactants, conditions, products, and yield Reactants: C(=O)(OC(C)(C)C)N[C@@H](CCC1=CC=CC=C1)C(=O)O (N-Boc-Homophenylalanine), BrCCCO (3-bromo-1-propanol), N,N-dicyclohexylcarbodiimide, N,N-dimethylaminopyridine. The solvent is C(Cl)Cl (CH2Cl2), C(Cl)Cl (CH2Cl2). Run at temperature 0 celsius, time 12 hour. Product: BrCCCOC([C@@H](NC(=O)OC(C)(C)C)CCC1=CC=CC=C1)=O (N-Boc-Homophenylalanine 3-bromopropyl ester). Yield: 79.6%. As a reaction SMILES: [C:1]([NH:8][C@H:9]([C:18]([OH:20])=[O:19])[CH2:10][CH2:11][C:12]1[CH:17]=[CH:16][CH:15]=[CH:14][CH:13]=1)([O:3][C:4]([CH3:7])([CH3:6])[CH3:5])=[O:2].[Br:21][CH2:22][CH2:23][CH2:24]O>C(Cl)Cl>[Br:21][CH2:22][CH2:23][CH2:24][O:19][C:18](=[O:20])[C@H:9]([CH2:10][CH2:11][C:12]1[CH:13]=[CH:14][CH:15]=[CH:16][CH:17]=1)[NH:8][C:1]([O:3][C:4]([CH3:6])([CH3:5])[CH3:7])=[O:2]. Procedure details: N-Boc-Homophenylalanine (5.00 g, 17.9 mmol) and 3-bromo-1-propanol (1.60 mL, 17.7 mmol) were dissolved in CH2Cl2 (25 mL) and the mixture was cooled to 0° C. A solution of N,N-dicyclohexylcarbodiimide (4.80 g, 23.3 mmol) and N,N-dimethylaminopyridine (0.23 g, 1.90 mmol) in CH2Cl2 (25 mL) was slowly added and the reaction was slowly warmed to room temperature and stirred for 12 hours. The dicyclohexylurea was filtered off and the mother liquor was concentrated and purified by flash chromatography ... Starting materials: CO, COC(=O)c1cc(OC(F)(F)C(F)OC(F)(F)F)nn1-c1ncccc1Cl, [Na+], [OH-], O. Yields the product O=C(O)c1cc(OC(F)(F)C(F)OC(F)(F)F)nn1-c1ncccc1Cl. As a reaction SMILES: [CH3:28][OH:29].[Cl:1][c:2]1[c:3](-[n:8]2[n:9][c:10]([O:17][C:18]([CH:19]([O:20][C:21]([F:22])([F:23])[F:24])[F:25])([F:26])[F:27])[cH:11][c:12]2[C:13](=[O:14])[O:15][CH3:16])[n:4][cH:5][cH:6][cH:7]1.[Na+:31].[OH-:30].[OH2:32]>>[Cl:1][c:2]1[c:3](-[n:8]2[n:9][c:10]([O:17][C:18]([CH:19]([O:20][C:21]([F:22])([F:23])[F:24])[F:25])([F:26])[F:27])[cH:11][c:12]2[C:13](=[O:14])[OH:15])[n:4][cH:5][cH:6][cH:7]1. The reactants are C(C)(C)(C)C=1N=C(C2=C(N1)N(N=N2)CC2=C(C=CC=C2)Cl)N2CCOCC2 (5-tert-Butyl-3-(2-chloro-benzyl)-7-morpholin-4-yl-3H-[1,2,3]triazolo[4,5-d]pyrimidine), C(C)(C)(C)C=1N=C(C2=C(N1)N(N=N2)CC2=C(C=CC=C2)Cl)Cl (5-tert-butyl-7-chloro-3-(2-chlorobenzyl)-3H-[1,2,3]triazolo[4,5-d]pyrimidine), CC1(CNCC1)C (3,3-dimethylpyrrolidine). Product: C(C)(C)(C)C=1N=C(C2=C(N1)N(N=N2)CC2=C(C=CC=C2)Cl)N2CC(CC2)(C)C (5-tert-Butyl-3-(2-chloro-benzyl)-7-(3,3-dimethyl-pyrrolidin-1-yl)-3H-[1,2,3]triazolo[4,5-d]pyrimidine). As a reaction SMILES: C(C1N=C(N2CCOCC2)[C:8]2N=N[N:11]([CH2:14][C:15]3[CH:20]=CC=C[C:16]=3Cl)[C:9]=2N=1)(C)(C)C.[C:28]([C:32]1[N:33]=[C:34](Cl)[C:35]2[N:40]=[N:39][N:38]([CH2:41][C:42]3[CH:47]=[CH:46][CH:45]=[CH:44][C:43]=3[Cl:48])[C:36]=2[N:37]=1)([CH3:31])([CH3:30])[CH3:29].CC1(C)CCNC1>>[C:28]([C:32]1[N:33]=[C:34]([N:11]2[CH2:9][CH2:8][C:15]([CH3:16])([CH3:20])[CH2:14]2)[C:35]2[N:40]=[N:39][N:38]([CH2:41][C:42]3[CH:47]=[CH:46][CH:45]=[CH:44][C:43]=3[Cl:48])[C:36]=2[N:37]=1)([CH3:31])([CH3:30])[CH3:29]. Procedure: In analogy to the procedure described for the synthesis of 5-tert-butyl-3-(2-chlorobenzyl)-7-morpholin-4-yl-3H-[1,2,3]triazolo[4,5-d]pyrimidine (example 1, step c), the title compound was prepared from 5-tert-butyl-7-chloro-3-(2-chlorobenzyl)-3H-[1,2,3]triazolo[4,5-d]pyrimidine and 3,3-dimethylpyrrolidine. MS (m/e): 399.4 (MH+). Starting materials: [Br-], [Br-], CC(C)(C)[Si](C)(C)Oc1cccc(Br)c1, O=Cc1cc(Br)cs1, [Li]CCCC, CCCCCC, ClCCl, [Mg+2], C1CCOC1. Product: CC(C)(C)[Si](C)(C)Oc1cccc(C(O)c2cc(Br)cs2)c1. Reaction SMILES: [Br-:27].[Br-:29].[Br:1][c:2]1[cH:3][c:4]([O:5][Si:6]([CH3:7])([CH3:8])[C:9]([CH3:10])([CH3:11])[CH3:12])[cH:13][cH:14][cH:15]1.[Br:30][c:31]1[cH:32][c:33]([CH:36]=[O:37])[s:34][cH:35]1.[CH2:16]([Li:17])[CH2:18][CH2:19][CH3:20].[CH3:21][CH2:22][CH2:23][CH2:24][CH2:25][CH3:26].[Cl:43][CH2:44][Cl:45].[Mg+2:28].[O:38]1[CH2:39][CH2:40][CH2:41][CH2:42]1>>[c:2]1([CH:36]([c:33]2[cH:32][c:31]([Br:30])[cH:35][s:34]2)[OH:37])[cH:3][c:4]([O:5][Si:6]([CH3:7])([CH3:8])[C:9]([CH3:10])([CH3:11])[CH3:12])[cH:13][cH:14][cH:15]1.